This data is from the Open Reaction Database (ORD), a public repository of structured organic reaction records. The task is: describe an organic reaction: reactants, conditions, products, and yield RXN SMILES: [Cl:1][C:2]1[N:11]=[C:10](Cl)[C:9]2[C:4](=[CH:5][CH:6]=[C:7]([Br:13])[CH:8]=2)[N:3]=1.[NH:14]1[CH2:19][CH2:18][O:17][CH2:16][CH2:15]1>ClCCl>[Cl:1][C:2]1[N:11]=[C:10]([N:14]2[CH2:19][CH2:18][O:17][CH2:16][CH2:15]2)[C:9]2[C:4](=[CH:5][CH:6]=[C:7]([Br:13])[CH:8]=2)[N:3]=1. The solvent is ClCCl (dichloromethane). The product is ClC1=NC2=CC=C(C=C2C(=N1)N1CCOCC1)Br (2-chloro-4-morpholino-6-bromoquinazoline). Reactants: ClC1=NC2=CC=C(C=C2C(=N1)Cl)Br (2,4-Dichloro-6-bromoquinazoline), N1CCOCC1 (morpholine). Run at time 2 hour. The yield is 67.5%. Reported procedure: Crude 2,4-Dichloro-6-bromoquinazoline (18.8 g.) was dissolved in dichloromethane (500 mL) and chilled in a dry ice bath. To the solution was added morpholine (11.6 g.) and it was stirred for two hours. The organic layer was washed with saturated ammonium chloride solution (2×200 mL), dried with sodium sulfate, and evaporated. The resulting solid was washed with ether, and dried to give 2-chloro-4-morpholino-6-bromoquinazoline (15.0 g.). Starting materials: O=C([O-])[O-], CNC1CCCCC1NC, [Cu]I, COC(=O)c1cccc(I)c1, [K+], [K+], CN(C)C=O, Nc1cccc2[nH]ncc12. Yields the product COC(=O)c1cccc(-n2ncc3c(N)cccc32)c1. Reaction SMILES: [C:32](=[O:33])([O-:34])[O-:35].[CH3:22][NH:23][CH:24]1[CH2:25][CH2:26][CH2:27][CH2:28][CH:29]1[NH:30][CH3:31].[Cu:43][I:44].[I:11][c:12]1[cH:13][c:14]([C:15](=[O:16])[O:17][CH3:18])[cH:19][cH:20][cH:21]1.[K+:36].[K+:37].[O:38]=[CH:39][N:40]([CH3:41])[CH3:42].[nH:1]1[n:2][cH:3][c:4]2[c:5]([NH2:10])[cH:6][cH:7][cH:8][c:9]12>>[n:1]1(-[c:12]2[cH:13][c:14]([C:15](=[O:16])[O:17][CH3:18])[cH:19][cH:20][cH:21]2)[n:2][cH:3][c:4]2[c:5]([NH2:10])[cH:6][cH:7][cH:8][c:9]12. Starting materials: C(C)N(CCN1C(C2=C(CC1)NC(=C2C)C=C2C(NC1=CC=C(C=C21)F)=O)=O)CC (5-(2-diethylamino-ethyl)-2-(5-fluoro-2-oxo-1,2-dihydro-indol-3-ylidenemethyl)-3-methyl-1,5,6,7-tetrahydro-pyrrolo[3,2-c]pyridin-4-one), C(C)(=O)O (acetic acid), BrN1C(CCC1=O)=O (N-bromosuccinimide), N(=NC(C#N)(C)C)C(C#N)(C)C (azobisisobutyronitrile). Run in ClC(Cl)(Cl)Cl (tetrachloromethane). Product: BrC1C2=C(C(N(C1)CCN(CC)CC)=O)C(=C(N2)C=C2C(NC1=CC=C(C=C21)F)=O)C (7-bromo-5-(2-diethylamino-ethyl)-2-(5-fluoro-2-oxo-1,2-dihydro-indol-3-ylidenemethyl)-3-methyl-1,5,6,7-tetrahydro-pyrrolo[3,2-c]pyridin-4-one). Yield: 21.5%. RXN SMILES: [CH2:1]([N:3]([CH2:29][CH3:30])[CH2:4][CH2:5][N:6]1[CH2:11][CH2:10][C:9]2[NH:12][C:13]([CH:16]=[C:17]3[C:25]4[C:20](=[CH:21][CH:22]=[C:23]([F:26])[CH:24]=4)[NH:19][C:18]3=[O:27])=[C:14]([CH3:15])[C:8]=2[C:7]1=[O:28])[CH3:2].C(O)(=O)C.[Br:35]N1C(=O)CCC1=O.N(C(C)(C)C#N)=NC(C)(C)C#N>ClC(Cl)(Cl)Cl>[Br:35][CH:10]1[CH2:11][N:6]([CH2:5][CH2:4][N:3]([CH2:1][CH3:2])[CH2:29][CH3:30])[C:7](=[O:28])[C:8]2[C:14]([CH3:15])=[C:13]([CH:16]=[C:17]3[C:25]4[C:20](=[CH:21][CH:22]=[C:23]([F:26])[CH:24]=4)[NH:19][C:18]3=[O:27])[NH:12][C:9]1=2. Reported procedure: A stirred solution of 5-(2-diethylamino-ethyl)-2-(5-fluoro-2-oxo-1,2-dihydro-indol-3-ylidenemethyl)-3-methyl-1,5,6,7-tetrahydro-pyrrolo[3,2-c]pyridin-4-one (82 mg, 0.2 mmol) prepared from Example 1 in 2 ml of tetrachloromethane was added with acetic acid (20 ml), N-bromosuccinimide (43 mg, 0.24 mmol) and azobisisobutyronitrile (2 mg, 0.012 mmol). The mixture was heated to reflux for 45 minutes, cooled down to room temperature filtered and concentrated under reduced pressure. The resulting mixtur... Reactants: O=C([O-])[O-], Cc1cc(O)cc(C)c1-n1cc(C(F)(F)F)cn1, CCCC(OS(C)(=O)=O)c1ccc(C(=O)OC)cc1, CC1CCCO1, [Cs+], [Cs+], O. The product is CCCC(Oc1cc(C)c(-n2cc(C(F)(F)F)cn2)c(C)c1)c1ccc(C(=O)OC)cc1. Reaction SMILES: [C:19](=[O:20])([O-:21])[O-:22].[CH3:1][c:2]1[cH:3][c:4]([OH:18])[cH:5][c:6]([CH3:17])[c:7]1-[n:8]1[n:9][cH:10][c:11]([C:13]([F:14])([F:15])[F:16])[cH:12]1.[CH3:25][S:26]([O:27][CH:30]([CH2:31][CH2:32][CH3:33])[c:34]1[cH:35][cH:36][c:37]([C:38](=[O:39])[O:40][CH3:41])[cH:42][cH:43]1)(=[O:28])=[O:29].[CH3:45][CH:46]1[CH2:47][CH2:48][CH2:49][O:50]1.[Cs+:23].[Cs+:24].[OH2:44]>>[CH3:1][c:2]1[cH:3][c:4]([O:18][CH:30]([CH2:31][CH2:32][CH3:33])[c:34]2[cH:35][cH:36][c:37]([C:38](=[O:39])[O:40][CH3:41])[cH:42][cH:43]2)[cH:5][c:6]([CH3:17])[c:7]1-[n:8]1[n:9][cH:10][c:11]([C:13]([F:14])([F:15])[F:16])[cH:12]1.